This data is from the Open Reaction Database (ORD), a public repository of structured organic reaction records. The task is: describe an organic reaction: reactants, conditions, products, and yield Reactants: IC1=NN(C2=NC=NC(=C21)N)[C@@H]2CC[C@H](CC2)N2CCN(CC2)C (trans-3-iodo-1-[4-(4-methylpiperazino)cyclohexyl]-1H-pyrazolo[3,4-d]pyrimidin-4-amine), FC1=C(C=CC(=C1)B1OC(C(O1)(C)C)(C)C)NC=1SC2=C(N1)C=CC=C2 (N2-[2-fluoro-4-(4,4,5,5-tetramethyl-1,3,2-dioxaborolan-2-yl)phenyl]-1,3-benzothiazol-2-amine). Product: NC1=C2C(=NC=N1)N(N=C2C2=CC(=C(C=C2)NC=2SC1=C(N2)C=CC=C1)F)[C@@H]1CC[C@H](CC1)N1CCN(CC1)C (Trans-N2-(4-{4-amino-1-[4-(4-methylpiperazino)cyclohexyl]-1H-pyrazolo[3,4-d]pyrimidin-3-yl}-2-fluorophenyl)-1,3-benzothiazol-2-amine), powder. The yield is 41.0%. RXN SMILES: I[C:2]1[C:10]2[C:5](=[N:6][CH:7]=[N:8][C:9]=2[NH2:11])[N:4]([C@H:12]2[CH2:17][CH2:16][C@H:15]([N:18]3[CH2:23][CH2:22][N:21]([CH3:24])[CH2:20][CH2:19]3)[CH2:14][CH2:13]2)[N:3]=1.[F:25][C:26]1[CH:31]=[C:30](B2OC(C)(C)C(C)(C)O2)[CH:29]=[CH:28][C:27]=1[NH:41][C:42]1[S:43][C:44]2[CH:50]=[CH:49][CH:48]=[CH:47][C:45]=2[N:46]=1>>[NH2:11][C:9]1[N:8]=[CH:7][N:6]=[C:5]2[N:4]([C@H:12]3[CH2:17][CH2:16][C@H:15]([N:18]4[CH2:23][CH2:22][N:21]([CH3:24])[CH2:20][CH2:19]4)[CH2:14][CH2:13]3)[N:3]=[C:2]([C:30]3[CH:29]=[CH:28][C:27]([NH:41][C:42]4[S:43][C:44]5[CH:50]=[CH:49][CH:48]=[CH:47][C:45]=5[N:46]=4)=[C:26]([F:25])[CH:31]=3)[C:10]=12. Reported procedure: Trans-N2-(4-{4-amino-1-[4-(4-methylpiperazino)cyclohexyl]-1H-pyrazolo[3,4-d]pyrimidin-3-yl}-2-fluorophenyl)-1,3-benzothiazol-2-amine was prepared from trans-3-iodo-1-[4-(4-methylpiperazino)cyclohexyl]-1H-pyrazolo[3,4-d]pyrimidin-4-amine (0.100 g, 0.227 mmol) and N2-[2-fluoro-4-(4,4,5,5-tetramethyl-1,3,2-dioxaborolan-2-yl)phenyl]-1,3-benzothiazol-2-amine (0.105 g, 0.283 mmol) in a manner similar to that used for the cis-isomer. The compound was formed as a white powder (0.052 g, 41%): Reactants: CCC1CCc2occc2C1=NO, CCCC1CCc2sccc2C1N. Product: CCC1CCc2occc2C1N. Reaction SMILES: [CH2:14]([CH3:15])[CH:16]1[CH2:17][CH2:18][c:19]2[c:20]([cH:21][cH:22][o:23]2)[C:24]1=[N:25][OH:26].[CH2:1]([CH:2]1[CH:3]([NH2:4])[c:5]2[cH:6][cH:7][s:8][c:9]2[CH2:10][CH2:11]1)[CH2:12][CH3:13]>>[CH2:14]([CH3:15])[CH:16]1[CH2:17][CH2:18][c:19]2[c:20]([cH:21][cH:22][o:23]2)[CH:24]1[NH2:25]. Starting materials: CN1CCC(CC(C(=O)O)c2ccc(Br)cc2)CC1, CO, O=S(Cl)Cl. The product is COC(=O)C(CC1CCN(C)CC1)c1ccc(Br)cc1. As a reaction SMILES: [Br:1][c:2]1[cH:3][cH:4][c:5]([CH:8]([C:9](=[O:10])[OH:11])[CH2:12][CH:13]2[CH2:14][CH2:15][N:16]([CH3:19])[CH2:17][CH2:18]2)[cH:6][cH:7]1.[CH3:20][OH:21].[S:22]([Cl:23])([Cl:24])=[O:25]>>[Br:1][c:2]1[cH:3][cH:4][c:5]([CH:8]([C:9]([O:10][CH3:20])=[O:11])[CH2:12][CH:13]2[CH2:14][CH2:15][N:16]([CH3:19])[CH2:17][CH2:18]2)[cH:6][cH:7]1. Product: ClC1=C(C=CC(=C1Cl)Cl)S(=O)(=O)NC=1SC=C(N1)C1=C(C=CC=C1)Cl (2,3,4-Trichloro-N-[4-(2-chlorophenyl)-1,3-thiazol-2-yl]benzenesulfonamide), solid. Reported procedure: The title compound was prepared from 4-(2-chlorophenyl)-1,3-thiazol-2-amine (57 mg) and 2,3,4-trichlorobenzenesulfonyl chloride (76 mg) as described in the synthetic METHOD B to give a white solid (64.8 mg) with purity >90%: MS (pos) m/z 453.3, 455.3, 457.2. As a reaction SMILES: [Cl:1][C:2]1[CH:7]=[CH:6][CH:5]=[CH:4][C:3]=1[C:8]1[N:9]=[C:10]([NH2:13])[S:11][CH:12]=1.[Cl:14][C:15]1[C:20]([Cl:21])=[C:19]([Cl:22])[CH:18]=[CH:17][C:16]=1[S:23](Cl)(=[O:25])=[O:24]>>[Cl:14][C:15]1[C:20]([Cl:21])=[C:19]([Cl:22])[CH:18]=[CH:17][C:16]=1[S:23]([NH:13][C:10]1[S:11][CH:12]=[C:8]([C:3]2[CH:4]=[CH:5][CH:6]=[CH:7][C:2]=2[Cl:1])[N:9]=1)(=[O:25])=[O:24]. The reactants are ClC1=C(C=CC=C1)C=1N=C(SC1)N (4-(2-chlorophenyl)-1,3-thiazol-2-amine), ClC1=C(C=CC(=C1Cl)Cl)S(=O)(=O)Cl (2,3,4-trichlorobenzenesulfonyl chloride). Reactants: BrC=1C=C2C(=CC(=NC2=CC1)NN)C1=CC=CC=C1 (6-bromo-4-phenyl-2-hydrazinoquinoline), C(C)(OCC)(OCC)OCC (triethyl orthoacetate). Solvent: C=1(C(=CC=CC1)C)C (xylene). Product: BrC=1C=C2C(=CC=3N(C2=CC1)C(=NN3)C)C3=CC=CC=C3 (7-bromo-1-methyl-5-phenyl-s-triazolo[4,3-a]quinoline). RXN SMILES: [Br:1][C:2]1[CH:3]=[C:4]2[C:9](=[CH:10][CH:11]=1)[N:8]=[C:7]([NH:12][NH2:13])[CH:6]=[C:5]2[C:14]1[CH:19]=[CH:18][CH:17]=[CH:16][CH:15]=1.[C:20](OCC)(OCC)(OCC)[CH3:21]>C1(C)C(C)=CC=CC=1>[Br:1][C:2]1[CH:3]=[C:4]2[C:9](=[CH:10][CH:11]=1)[N:8]1[C:20]([CH3:21])=[N:13][N:12]=[C:7]1[CH:6]=[C:5]2[C:14]1[CH:19]=[CH:18][CH:17]=[CH:16][CH:15]=1. Procedure details: In the manner given in Example 2, 6-bromo-4-phenyl-2-hydrazinoquinoline and triethyl orthoacetate are refluxed in xylene to give 7-bromo-1-methyl-5-phenyl-s-triazolo[4,3-a]quinoline. The reactants are BrC=1C=C2CCC(CC2=CC1)=O (6-bromo-2-tetralone), C[Si](OC(CCO[Si](C)(C)C)(O)O)(C)C (1,3-bis-trimethylsilyloxy propandiol). Run in C(Cl)Cl (methylene chloride). Yields the product C1C(C)OC2(CC3=CC=C(C=C3CC2)Br)O1 (6-bromo-2-tetralone propylene ketal). Reaction SMILES: [Br:1][C:2]1[CH:3]=[C:4]2[C:9](=[CH:10][CH:11]=1)[CH2:8][C:7](=[O:12])[CH2:6][CH2:5]2.C[Si](C)(C)[O:15][C:16](O)(O)[CH2:17][CH2:18]O[Si](C)(C)C>C(Cl)Cl>[CH2:16]1[O:15][C:7]2([CH2:6][CH2:5][C:4]3[C:9](=[CH:10][CH:11]=[C:2]([Br:1])[CH:3]=3)[CH2:8]2)[O:12][CH:17]1[CH3:18]. Reported procedure: The ketone group of the tetralone is first protected as a ketal. Preferably, ketalization is afforded by slowly adding 1,3-bis-trimethylsilyloxy propandiol to a solution of trifluromethanesulfonate in methylene chloride. Temperatures from about -70° C. to about -60° C. are employed using standard cooling procedures. For example, 6-bromo-2-tetralone is slowly added to a solution of 1,3-bis-trimethylsilyloxy propandiol and trifluromethanesulfonate in methylene chloride to yield 6-bromo-2-tetralone... The reactants are ClC1=C(C(=CC(=C1)C(F)(F)F)I)N (2-Chloro-6-iodo-4-(trifluoromethyl)benzenamine), ClC1=C(C(=CC(=C1)C(F)(F)F)I)N (2-chloro-6-iodo-4-(trifluoromethyl)benzenamine), Cl (hydrochloric acid), N(=O)[O-].[Na+] (Sodium nitrite), [PH2](=O)O (Hypophosphorous acid). The solvent is O (water), O (water). Reaction conditions: temperature 57.5 celsius, time 70 minute. Product: ClC1=CC(=CC(=C1)C(F)(F)F)I (1-chloro-3-iodo-5-(trifluoromethyl)benzene). Isolated yield 66.0%. As a reaction SMILES: [Cl:1][C:2]1[CH:7]=[C:6]([C:8]([F:11])([F:10])[F:9])[CH:5]=[C:4]([I:12])[C:3]=1N.Cl.N([O-])=O.[Na+].[PH2](O)=O>O>[Cl:1][C:2]1[CH:7]=[C:6]([C:8]([F:9])([F:10])[F:11])[CH:5]=[C:4]([I:12])[CH:3]=1 |f:2.3|. Reported procedure: 2-Chloro-6-iodo-4-(trifluoromethyl)benzenamine (i.e. the product of Example 4) (31.8 g, 98.9 mmol) was added to hydrochloric acid (36%, 190 mL) and the mixture was warmed to 55-60° C. for 20 min. The mixture was cooled to 0° C. Sodium nitrite (13.6 g, 197 mmol) in water (36 mL) was added over 30 min. When the addition was complete the mixture was stirred at 0-5° C. for 70 min. Hypophosphorous acid (50%, 36.5 mL, 351 mmol) was added dropwise at 5-10° C. over 40 min. When the addition was complete... Starting materials: N1C=C(C2=CC=CC=C12)CCC(=O)O (3-(3-indolyl)propionic acid), 1,1-carbonyldiimidazole, C1(=CC=C(C=C1)S(=O)(=O)[O-])C.[NH+]1=CC=CC=C1 (Pyridinium p-toluenesulfonate), C(C=1C(N)=CC=CC1)(=O)OC (methyl anthranilate). The yield is 69.7%. Product: N1C=C(C2=CC=CC=C12)CCC(=O)NC1=C(C=CC=C1)C(=O)OC (3-(3-indolyl)-N-(2-methoxycarbonylphenyl)propionamide). Procedure details: To a solution of 3-(3-indolyl)propionic acid (6.0 g, 32 mmol) in 100 ml THF at room temperature was added 1,1-carbonyldiimidazole (5.14 g, 32 mmol). The reaction mixture was stirred under a dry atmosphere for 30 minutes, after which methyl anthranilate (4.79 g, 32 mmol) was added, and the reaction mixture was stirred at reflux for 30 minutes. No reaction was detected by thin layer chromatography (TLC). Pyridinium p-toluenesulfonate (PPTS) [6.36 g, 25 mmol] was added, and the mixture was stirred ... Run at time 30 minute. Run in C1CCOC1 (THF). As a reaction SMILES: [NH:1]1[C:9]2[C:4](=[CH:5][CH:6]=[CH:7][CH:8]=2)[C:3]([CH2:10][CH2:11][C:12]([OH:14])=O)=[CH:2]1.[C:15]([O:24][CH3:25])(=[O:23])[C:16]1[C:17](=[CH:19][CH:20]=[CH:21][CH:22]=1)[NH2:18].C1(C)C=CC(S([O-])(=O)=O)=CC=1.[NH+]1C=CC=CC=1>C1COCC1>[NH:1]1[C:9]2[C:4](=[CH:5][CH:6]=[CH:7][CH:8]=2)[C:3]([CH2:10][CH2:11][C:12]([NH:18][C:17]2[CH:19]=[CH:20][CH:21]=[CH:22][C:16]=2[C:15]([O:24][CH3:25])=[O:23])=[O:14])=[CH:2]1 |f:2.3|. Starting materials: ClC1=NC2=CC=CC=C2C(=N1)Cl (2,4-dichloroquinazoline), NC1CCN(CC1)C(=O)OC(C)(C)C (tert-butyl 4-aminopiperidine-1-carboxylate), TEA. Yields the product ClC1=NC2=CC=CC=C2C(=N1)NC1CCN(CC1)C(=O)OC(C)(C)C (tert-Butyl 4-(2-Chloroquinazolin-4-ylamino)piperidine-1-carboxylate). Procedure: To a solution of 2,4-dichloroquinazoline (2 g, 10.05 mmol) in THF (50 ml) at 0° C. was added tert-butyl 4-aminopiperidine-1-carboxylate (2.2 g, 11.05 mmol), followed by TEA (2.8 ml, 20.1 mmol) and catalyst DMAP (3 mg). The reaction mixtures was then warmed up to room temperature and stirred for 20 hours. The product was extracted with EtOAc (×2). The organic layers were combined and washed with water, and brine, and dried (MgSO4) and concentrated under vacuum. The product was isolated after sili... Run at time 20 hour. Solvent: C1CCOC1 (THF), CCCCCC (hexane), CCOC(=O)C (EtOAc). RXN SMILES: [Cl:1][C:2]1[N:11]=[C:10](Cl)[C:9]2[C:4](=[CH:5][CH:6]=[CH:7][CH:8]=2)[N:3]=1.[NH2:13][CH:14]1[CH2:19][CH2:18][N:17]([C:20]([O:22][C:23]([CH3:26])([CH3:25])[CH3:24])=[O:21])[CH2:16][CH2:15]1>C1COCC1.CN(C1C=CN=CC=1)C.CCOC(C)=O.CCCCCC>[Cl:1][C:2]1[N:11]=[C:10]([NH:13][CH:14]2[CH2:15][CH2:16][N:17]([C:20]([O:22][C:23]([CH3:26])([CH3:25])[CH3:24])=[O:21])[CH2:18][CH2:19]2)[C:9]2[C:4](=[CH:5][CH:6]=[CH:7][CH:8]=2)[N:3]=1. Reagents/catalysts: CN(C)C=1C=CN=CC1 (DMAP).